Dataset: the Open Reaction Database (ORD), a public repository of structured organic reaction records. Task: describe an organic reaction: reactants, conditions, products, and yield The reactants are C(C=C)Br (allyl bromide), CC1CC(CC(C1)=O)=O (5-methyl-1,3-cyclohexanedione). Product: C(C=C)C1C(CC(CC1=O)C)=O (2-allyl-5-methyl-1,3-cyclohexanedione). As a reaction SMILES: [CH2:1](Br)[CH:2]=[CH2:3].[CH3:5][CH:6]1[CH2:11][C:10](=[O:12])[CH2:9][C:8](=[O:13])[CH2:7]1>>[CH2:3]([CH:9]1[C:10](=[O:12])[CH2:11][CH:6]([CH3:5])[CH2:7][C:8]1=[O:13])[CH:2]=[CH2:1]. Reported procedure: By the procedure of Example 29, allyl bromide is reacted with 5-methyl-1,3-cyclohexanedione to produce 2-allyl-5-methyl-1,3-cyclohexanedione. The reactants are C=C(COCCCCCCOC(c1ccccc1)(c1ccccc1)c1ccccc1)COC(=O)OCCCCCCCCCCCCCCCC, ClCCl, [Na+], O, O, O=C([O-])O, Cc1ccc(S(=O)(=O)O)cc1. Product: C=C(COCCCCCCO)COC(=O)OCCCCCCCCCCCCCCCC. Reaction SMILES: [CH2:1]([CH2:2][CH2:3][CH2:4][CH2:5][CH2:6][CH2:7][CH2:8][CH2:9][CH2:10][CH2:11][CH2:12][CH2:13][CH2:14][CH2:15][CH3:16])[O:17][C:18](=[O:19])[O:20][CH2:21][C:22]([CH2:23][O:24][CH2:25][CH2:26][CH2:27][CH2:28][CH2:29][CH2:30][O:31][C:32]([c:33]1[cH:34][cH:35][cH:36][cH:37][cH:38]1)([c:39]1[cH:40][cH:41][cH:42][cH:43][cH:44]1)[c:45]1[cH:46][cH:47][cH:48][cH:49][cH:50]1)=[CH2:51].[CH2:70]([Cl:71])[Cl:72].[Na+:65].[OH2:52].[OH2:64].[OH:66][C:67](=[O:68])[O-:69].[c:53]1([CH3:54])[cH:55][cH:56][c:57]([S:58]([OH:59])(=[O:60])=[O:61])[cH:62][cH:63]1>>[CH2:1]([CH2:2][CH2:3][CH2:4][CH2:5][CH2:6][CH2:7][CH2:8][CH2:9][CH2:10][CH2:11][CH2:12][CH2:13][CH2:14][CH2:15][CH3:16])[O:17][C:18](=[O:19])[O:20][CH2:21][C:22]([CH2:23][O:24][CH2:25][CH2:26][CH2:27][CH2:28][CH2:29][CH2:30][OH:31])=[CH2:51]. Starting materials: C(C)(C)OB(OC(C)C)OC(C)C (tri-isopropylborate), C(=O)=O.CC(=O)C (dry ice acetone), [Mg] (Magnesium), BrC1=CC(=C(C=C1)F)F (1-bromo-3,4-difluorobenzene). The solvent is O1CCCC1 (tetrahydrofuran), O1CCCC1 (tetrahydrofuran). Reaction conditions: time 2 hour. The product is FC=1C=C(C=CC1F)B(O)O (3,4-Difluorophenylboronic acid). Isolated yield 47.1%. Reaction SMILES: [Mg].Br[C:3]1[CH:8]=[CH:7][C:6]([F:9])=[C:5]([F:10])[CH:4]=1.C([O:14][B:15](OC(C)C)[O:16]C(C)C)(C)C.C(=O)=O.CC(C)=O>O1CCCC1>[F:10][C:5]1[CH:4]=[C:3]([B:15]([OH:16])[OH:14])[CH:8]=[CH:7][C:6]=1[F:9] |f:3.4|. Reported procedure: Magnesium turnings (1.32 g) were stirred under nitrogen for 10 mins then anhydrous tetrahydrofuran (30 ml) followed by 1-bromo-3,4-difluorobenzene (7.0 g) were added over 5 mins. The mixture was maintained at reflux for 30 mins and then allowed to cool to room temperature. A solution of tri-isopropylborate (13.65 g) in dry tetrahydrofuran (80 ml) under nitrogen was cooled to -78° (dry ice-acetone) and the preformed Grignard solution was added over 10 mins. The mixture was stirred for 2 h and the... The reactants are CC(C)(C)Oc1cc2[nH]c(C(C)(C)C)cc2cc1[N+](=O)[O-], CO. The product is CC(C)(C)Oc1cc2[nH]c(C(C)(C)C)cc2cc1N. Reaction SMILES: [C:1]([CH3:2])([CH3:3])([CH3:4])[O:5][c:6]1[c:7]([N+:19]([O-:20])=[O:21])[cH:8][c:9]2[cH:10][c:11]([C:15]([CH3:16])([CH3:17])[CH3:18])[nH:12][c:13]2[cH:14]1.[CH3:22][OH:23]>>[C:1]([CH3:2])([CH3:3])([CH3:4])[O:5][c:6]1[c:7]([NH2:19])[cH:8][c:9]2[cH:10][c:11]([C:15]([CH3:16])([CH3:17])[CH3:18])[nH:12][c:13]2[cH:14]1. Starting materials: O=C([O-])[O-], CO, CC(C)CCC1C(=O)N(CCl)S(=O)(=O)N1C, [Cs+], [Cs+], [Cs], O=P([O-])([O-])[O-], O=P([O-])(OCc1ccccc1)OCc1ccccc1. The product is CC(C)CCC1C(=O)N(COP(=O)(OCc2ccccc2)OCc2ccccc2)S(=O)(=O)N1C. Reaction SMILES: [C:26](=[O:27])([O-:28])[O-:29].[CH3:48][OH:49].[Cl:32][CH2:33][N:34]1[S:35](=[O:46])(=[O:47])[N:36]([CH3:45])[CH:37]([CH2:40][CH2:41][CH:42]([CH3:43])[CH3:44])[C:38]1=[O:39].[Cs+:30].[Cs+:31].[Cs:1].[O-:21][P:22](=[O:23])([O-:24])[O-:25].[P:2](=[O:3])([O:4][CH2:5][c:6]1[cH:7][cH:8][cH:9][cH:10][cH:11]1)([O:12][CH2:13][c:14]1[cH:15][cH:16][cH:17][cH:18][cH:19]1)[O-:20]>>[P:2](=[O:3])([O:4][CH2:5][c:6]1[cH:7][cH:8][cH:9][cH:10][cH:11]1)([O:12][CH2:13][c:14]1[cH:15][cH:16][cH:17][cH:18][cH:19]1)[O:20][CH2:33][N:34]1[S:35](=[O:46])(=[O:47])[N:36]([CH3:45])[CH:37]([CH2:40][CH2:41][CH:42]([CH3:43])[CH3:44])[C:38]1=[O:39]. Starting materials: FC(C1=CC2=C(N(C=N2)[C@H]2[C@H](OC(C)=O)[C@H](OC(C)=O)[C@H](O2)C)C=C1)(F)F (5-Trifluoromethyl-1-(2,3-di-O-Acetyl-5-deoxy-beta-D-ribofuranosyl)-1H-benzimidazole), BrN1C(CCC1=O)=O (N-bromosuccinimide), ice, C(Cl)(Cl)Cl (CHCl3), C(=O)(O)[O-].[Na+] (NaHCO3), BrN1C(CCC1=O)=O (NBS). The solvent is C1CCOC1 (THF). Conditions: time 5 minute. The product is BrC1=NC2=C(N1[C@H]1[C@H](OC(C)=O)[C@H](OC(C)=O)[C@H](O1)C)C=CC(=C2)C(F)(F)F (2-Bromo-5-trifluoromethyl-1-(2,3-di-O-acetyl-5-deoxy-beta-D-ribofuranosyl)-1H-benzimidazole). Isolated yield 115.7%. Reaction SMILES: [F:1][C:2]([F:27])([F:26])[C:3]1[CH:25]=[CH:24][C:6]2[N:7]([C@@H:10]3[O:22][C@H:21]([CH3:23])[C@@H:16]([O:17][C:18](=[O:20])[CH3:19])[C@H:11]3[O:12][C:13](=[O:15])[CH3:14])[CH:8]=[N:9][C:5]=2[CH:4]=1.[Br:28]N1C(=O)CCC1=O.C(Cl)(Cl)Cl.C([O-])(O)=O.[Na+]>C1COCC1>[Br:28][C:8]1[N:7]([C@@H:10]2[O:22][C@H:21]([CH3:23])[C@@H:16]([O:17][C:18](=[O:20])[CH3:19])[C@H:11]2[O:12][C:13](=[O:15])[CH3:14])[C:6]2[CH:24]=[CH:25][C:3]([C:2]([F:1])([F:26])[F:27])=[CH:4][C:5]=2[N:9]=1 |f:3.4|. Reported procedure: To a refluxing solution of 0.2 g (0.52 mmol) of 5-Trifluoromethyl-1-(2,3-di-O-Acetyl-5-deoxy-beta-D-ribofuranosyl)-1H-benzimidazole in 10 mL of dry THF was added 0.2 g (1.1 mmol) of N-bromosuccinimide (NBS). The reaction mixture was further refluxed for 10 min. Additional 0.1 g of NBS was added. After 5 min, the mixture was poured into an ice-cooled solution of 20 mL CHCl3 and 20 mL sat. NaHCO3. The CHCl3 solution was separated and was further washed with sat. NaHCO3. After drying (MgSO4) and so... Starting materials: ClC1=CC=C(C=C1)C1=NC2=C(N1C(C(=O)O)C1CCCCC1)C=C(C(=C2)F)F ([2-(4-chloro-phenyl)-5,6-difluoro-benzoimidazol-1-yl]-cyclohexyl-acetic acid), [H-].[Na+] (sodium hydride), CI (methyl iodide), Cl (hydrochloric acid). Solvent: CN(C=O)C (N,N-dimethylformamide), C(C)(=O)OCC (ethyl acetate). Run at time 2 hour. The product is COC(C(C1CCCCC1)N1C(=NC2=C1C=C(C(=C2)F)F)C2=CC=C(C=C2)Cl)=O ([2-(4-Chloro-phenyl)-5,6-difluoro-benzoimidazol-1-yl]-cyclohexyl-acetic acid methyl ester). RXN SMILES: [Cl:1][C:2]1[CH:7]=[CH:6][C:5]([C:8]2[N:12]([CH:13]([CH:17]3[CH2:22][CH2:21][CH2:20][CH2:19][CH2:18]3)[C:14]([OH:16])=[O:15])[C:11]3[CH:23]=[C:24]([F:28])[C:25]([F:27])=[CH:26][C:10]=3[N:9]=2)=[CH:4][CH:3]=1.[H-].[Na+].[CH3:31]I.Cl>CN(C)C=O.C(OCC)(=O)C>[CH3:31][O:15][C:14](=[O:16])[CH:13]([N:12]1[C:11]2[CH:23]=[C:24]([F:28])[C:25]([F:27])=[CH:26][C:10]=2[N:9]=[C:8]1[C:5]1[CH:6]=[CH:7][C:2]([Cl:1])=[CH:3][CH:4]=1)[CH:17]1[CH2:18][CH2:19][CH2:20][CH2:21][CH2:22]1 |f:1.2|. Procedure details: To the solution of 1 g (2.47 mmol) [2-(4-chloro-phenyl)-5,6-difluoro-benzoimidazol-1-yl]-cyclohexyl-acetic acid in 10 ml N,N-dimethylformamide, 129 mg (2.964 mmol) sodium hydride (55% dispersion in mineral oil) and 368 mg (2.594 mmol) methyl iodide were added. The reaction was stirred at room temperature for 2 h and then poured on 100 ml ethyl acetate and 100 ml 1M aqueous hydrochloric acid. The phases were separated and the organic layer washed two times with 100 ml water and 100 ml brine. The ...